This data is from the Open Reaction Database (ORD), a public repository of structured organic reaction records. The task is: describe an organic reaction: reactants, conditions, products, and yield Reactants: C(=O)(C(F)(F)F)O (TFA), C(C)(C)(C)OC(N[C@H](COC1=C(C(=CC=C1F)[N+](=O)[O-])F)C)=O ([(S)-2-(2,6-difluoro-3-nitrophenoxy)-1-methylethyl]carbamic acid tert-butyl ester), C1(=CC=CC=C1)C (PhMe). Solvent: C(Cl)Cl (DCM). Reaction conditions: time 90 minute. Product: FC1=CC=C(C=2N[C@H](COC21)C)[N+](=O)[O-] ((S)-8-Fluoro-3-methyl-5-nitro-3,4-dihydro-2H-benzo[1,4]oxazine). Isolated yield 84.6%. As a reaction SMILES: C(O)(C(F)(F)F)=O.C(OC(=O)[NH:14][C@@H:15]([CH3:29])[CH2:16][O:17][C:18]1[C:23]([F:24])=[CH:22][CH:21]=[C:20]([N+:25]([O-:27])=[O:26])[C:19]=1F)(C)(C)C.C1(C)C=CC=CC=1>C(Cl)Cl>[F:24][C:23]1[C:18]2[O:17][CH2:16][C@H:15]([CH3:29])[NH:14][C:19]=2[C:20]([N+:25]([O-:27])=[O:26])=[CH:21][CH:22]=1. Procedure: TFA (3 mL) was added to a solution of [(S)-2-(2,6-difluoro-3-nitrophenoxy)-1-methylethyl]carbamic acid tert-butyl ester (340 mg, 1.02 mmol) in DCM (15 mL) and the mixture was stirred for 90 min at rt. PhMe (25 mL) was added and the solution was concentrated in vacuo. The resultant residue was taken up in MeCN (7 mL); aqueous 2M Na2CO3 (7 mL) was added and the mixture was stirred vigorously for a further 90 min at rt. EtOAc (25 mL) and brine (25 mL) were added and the phases were separated. The a...